The task is: describe an organic reaction: reactants, conditions, products, and yield. This data is from the Open Reaction Database (ORD), a public repository of structured organic reaction records. Starting materials: C(C)(C)(C)OC(=O)N1CCNCCC1 ([1,4]diazepane-1-carboxylic acid tert-butyl ester), ClCC(=O)Cl (chloroacetylchloride), CNC (dimethylamine). The product is Cl.Cl.N1(CCNCCC1)CC(=O)N(C)C (2-[1,4]Diazepan-1-yl-N,N-dimethyl-acetamide dihydrochloride). RXN SMILES: C(O[C:6]([N:8]1[CH2:14][CH2:13][CH2:12][NH:11][CH2:10][CH2:9]1)=O)(C)(C)C.[Cl:15]C[C:17](Cl)=[O:18].[CH3:20][NH:21][CH3:22]>>[ClH:15].[ClH:15].[N:8]1([CH2:6][C:17]([N:21]([CH3:22])[CH3:20])=[O:18])[CH2:14][CH2:13][CH2:12][NH:11][CH2:10][CH2:9]1 |f:3.4.5|. Reported procedure: prepared from [1,4]diazepane-1-carboxylic acid tert-butyl ester, chloroacetylchloride and dimethylamine in an analogous manner as described in example 15.